Task: describe an organic reaction: reactants, conditions, products, and yield. Dataset: the Open Reaction Database (ORD), a public repository of structured organic reaction records The reactants are O=Cc1ccc(Br)s1, CS(C)=O, CN(C)CCS, Cl, [H-], [Na+]. Yields the product CN(C)CCSc1ccc(C=O)s1. Reaction SMILES: [Br:10][c:11]1[cH:12][cH:13][c:14]([CH:16]=[O:17])[s:15]1.[CH3:18][S:19]([CH3:20])=[O:21].[CH3:2][N:3]([CH2:4][CH2:5][SH:6])[CH3:7].[ClH:1].[H-:8].[Na+:9]>>[CH3:2][N:3]([CH2:4][CH2:5][S:6][c:11]1[cH:12][cH:13][c:14]([CH:16]=[O:17])[s:15]1)[CH3:7]. Reactants: CCC1C=C(C)CC(C)CC(OC)C2OC(O)(C(=O)C(=O)N3CCCCC3C(=O)OC(C(C)=CC3CCC(O)C(OC)C3)C(C)C(O)CC1(O)CSC)C(C)CC2OC, CO. Yields the product CCC1C=C(C)CC(C)CC(OC)C2OC(O)(C(=O)C(=O)N3CCCCC3C(=O)OC(C(C)=CC3CCC(O)C(OC)C3)C(C)C(O)CC1(O)CS(C)=O)C(C)CC2OC. RXN SMILES: [CH2:1]([CH3:2])[CH:3]1[C:4]([CH2:56][S:57][CH3:58])([OH:59])[CH2:5][CH:6]([OH:55])[CH:7]([CH3:54])[CH:8]([C:42](=[CH:43][CH:44]2[CH2:45][CH:46]([O:51][CH3:52])[CH:47]([OH:50])[CH2:48][CH2:49]2)[CH3:53])[O:9][C:10](=[O:41])[CH:11]2[CH2:12][CH2:13][CH2:14][CH2:15][N:16]2[C:17](=[O:40])[C:18](=[O:39])[C:19]2([OH:38])[CH:20]([CH3:37])[CH2:21][CH:22]([O:35][CH3:36])[CH:23]([CH:24]([O:32][CH3:33])[CH2:25][CH:26]([CH3:31])[CH2:27][C:28]([CH3:30])=[CH:29]1)[O:34]2.[CH3:60][OH:61]>>[CH2:1]([CH3:2])[CH:3]1[C:4]([CH2:56][S:57]([CH3:58])=[O:61])([OH:59])[CH2:5][CH:6]([OH:55])[CH:7]([CH3:54])[CH:8]([C:42](=[CH:43][CH:44]2[CH2:45][CH:46]([O:51][CH3:52])[CH:47]([OH:50])[CH2:48][CH2:49]2)[CH3:53])[O:9][C:10](=[O:41])[CH:11]2[CH2:12][CH2:13][CH2:14][CH2:15][N:16]2[C:17](=[O:40])[C:18](=[O:39])[C:19]2([OH:38])[CH:20]([CH3:37])[CH2:21][CH:22]([O:35][CH3:36])[CH:23]([CH:24]([O:32][CH3:33])[CH2:25][CH:26]([CH3:31])[CH2:27][C:28]([CH3:30])=[CH:29]1)[O:34]2. Starting materials: CC(=O)OC(C)=O, CN(C)c1ccncc1, CCOC(C)=O, COc1c(Cl)cc(C)c(C)c1N, ClCCl, c1ccncc1. Yields the product COc1c(Cl)cc(C)c(C)c1NC(C)=O. RXN SMILES: [CH3:19][C:20](=[O:21])[O:22][C:23](=[O:24])[CH3:25].[CH3:29][N:30]([c:31]1[cH:32][cH:33][n:34][cH:35][cH:36]1)[CH3:37].[CH3:38][CH2:39][O:40][C:41]([CH3:42])=[O:43].[Cl:1][c:2]1[c:3]([O:11][CH3:12])[c:4]([NH2:10])[c:5]([CH3:9])[c:6]([CH3:8])[cH:7]1.[Cl:26][CH2:27][Cl:28].[cH:13]1[cH:14][cH:15][n:16][cH:17][cH:18]1>>[Cl:1][c:2]1[c:3]([O:11][CH3:12])[c:4]([NH:10][C:20]([CH3:19])=[O:21])[c:5]([CH3:9])[c:6]([CH3:8])[cH:7]1. Starting materials: N[C@@H](CN1C(N(C(=C(C1=O)N1CCN(CC1)CC1=CC(=CC=C1)[N+](=O)[O-])C)CC1=C(C=CC=C1C(F)(F)F)F)=O)C1=CC=CC=C1 (3-((R)-2-amino-2-phenyl-ethyl)-1-(2-fluoro-6-trifluoromethyl-benzyl)-6-methyl-5-[4-(3-nitro-benzyl)-piperazin-1-yl]-1H-pyrimidine-2,4-dione), C(C)(C)N(C(C)C)CC (N,N-diisopropylethylamine), C(C)OC(CCCBr)=O (4-bromo-butyric acid ethyl ester). Solvent: C(C)#N (acetonitrile), ClCCl (dichloromethane). Run at temperature 95 celsius, time 12 hour. Yields the product C(C)OC(CCCN[C@@H](CN1C(N(C(=C(C1=O)N1CCN(CC1)CC1=CC(=CC=C1)[N+](=O)[O-])C)CC1=C(C=CC=C1C(F)(F)F)F)=O)C1=CC=CC=C1)=O (4-((R)-2-{3-(2-Fluoro-6-trifluoromethyl-benzyl)-4-methyl-5-[4-(3-nitro-benzyl)-piperazin-1-yl]-2,6-dioxo-3,6-dihydro-2H-pyrimidin-1-yl}-1-phenyl-ethylamino)-butyric acid ethyl ester). The yield is 32.4%. As a reaction SMILES: [NH2:1][C@H:2]([C:41]1[CH:46]=[CH:45][CH:44]=[CH:43][CH:42]=1)[CH2:3][N:4]1[C:9](=[O:10])[C:8]([N:11]2[CH2:16][CH2:15][N:14]([CH2:17][C:18]3[CH:23]=[CH:22][CH:21]=[C:20]([N+:24]([O-:26])=[O:25])[CH:19]=3)[CH2:13][CH2:12]2)=[C:7]([CH3:27])[N:6]([CH2:28][C:29]2[C:34]([C:35]([F:38])([F:37])[F:36])=[CH:33][CH:32]=[CH:31][C:30]=2[F:39])[C:5]1=[O:40].C(N(CC)C(C)C)(C)C.[CH2:56]([O:58][C:59](=[O:64])[CH2:60][CH2:61][CH2:62]Br)[CH3:57]>C(#N)C.ClCCl>[CH2:56]([O:58][C:59](=[O:64])[CH2:60][CH2:61][CH2:62][NH:1][C@H:2]([C:41]1[CH:42]=[CH:43][CH:44]=[CH:45][CH:46]=1)[CH2:3][N:4]1[C:9](=[O:10])[C:8]([N:11]2[CH2:12][CH2:13][N:14]([CH2:17][C:18]3[CH:23]=[CH:22][CH:21]=[C:20]([N+:24]([O-:26])=[O:25])[CH:19]=3)[CH2:15][CH2:16]2)=[C:7]([CH3:27])[N:6]([CH2:28][C:29]2[C:34]([C:35]([F:38])([F:36])[F:37])=[CH:33][CH:32]=[CH:31][C:30]=2[F:39])[C:5]1=[O:40])[CH3:57]. Procedure details: To a solution of 3-((R)-2-amino-2-phenyl-ethyl)-1-(2-fluoro-6-trifluoromethyl-benzyl)-6-methyl-5-[4-(3-nitro-benzyl)-piperazin-1-yl]-1H-pyrimidine-2,4-dione (3-58) (55 mg, 0.086 mmol) in acetonitrile (2 mL) were added N,N-diisopropylethylamine (37 μl, 0.271 mmol) and 4-bromo-butyric acid ethyl ester (15 μl, 0.086 mmol) in the order, followed by stirring at 95° C. for 12 hrs. The solution was cooled to room temperature, diluted with dichloromethane and washed with an aqueous saturated sodium bica... Reactants: CCc1cc(CNc2nc3ccccc3o2)c(OC)nc1C, Cl, O, c1ccncc1. The product is CCc1cc(CNc2nc3ccccc3o2)c(=O)[nH]c1C. RXN SMILES: [CH3:1][O:2][c:3]1[n:4][c:5]([CH3:22])[c:6]([CH2:20][CH3:21])[cH:7][c:8]1[CH2:9][NH:10][c:11]1[o:12][c:13]2[c:14]([n:15]1)[cH:16][cH:17][cH:18][cH:19]2.[ClH:23].[OH2:30].[n:24]1[cH:25][cH:26][cH:27][cH:28][cH:29]1>>[O:2]=[c:3]1[nH:4][c:5]([CH3:22])[c:6]([CH2:20][CH3:21])[cH:7][c:8]1[CH2:9][NH:10][c:11]1[o:12][c:13]2[c:14]([n:15]1)[cH:16][cH:17][cH:18][cH:19]2.